Task: describe an organic reaction: reactants, conditions, products, and yield. Dataset: the Open Reaction Database (ORD), a public repository of structured organic reaction records Reported procedure: To a stirred solution of 5-methoxy-6-nitropicolinic acid (200 mg, 0.001 mol) in DMF was added EDCI.HCl (231.6 mg, 0.0012 mol, Molekula, India) followed by HOBt (164.7 mg, 0.0012 mol, Spectrochem, India), DIPEA (521.87 mg, 0.0040 mol, Spectrochem, India) and (S)-(3-fluoro-4-(trifluoromethoxy) phenyl) (3-fluoropyridin-2-yl) methanamine hydrochloride (349.83 mg, 0.0010 mmol, Intermediate 6) at 0° C. The reaction mixture was stirred at room temperature overnight. After completion of the reaction (mo... The solvent is CCCCCC (hexane), O (water), CCOC(=O)C (EtOAc), CN(C)C=O (DMF). Product: FC=1C=C(C=CC1OC(F)(F)F)[C@H](NC(C1=NC(=C(C=C1)OC)[N+](=O)[O-])=O)C1=NC=CC=C1F ((S)—N-((3-Fluoro-4-(trifluoromethoxy)phenyl) (3-fluoropyridin-2-yl)methyl)-5-methoxy-6-nitropicolinamide). Reaction conditions: time 8 hour. Reactants: COC=1C=CC(=NC1[N+](=O)[O-])C(=O)O (5-methoxy-6-nitropicolinic acid), CCN=C=NCCCN(C)C.Cl (EDCI.HCl), C=1C=CC2=C(C1)N=NN2O (HOBt), CCN(C(C)C)C(C)C (DIPEA), Cl.FC=1C=C(C=CC1OC(F)(F)F)[C@H](N)C1=NC=CC=C1F ((S)-(3-fluoro-4-(trifluoromethoxy) phenyl) (3-fluoropyridin-2-yl) methanamine hydrochloride), Cl.FC=1C=C(C=CC1OC(F)(F)F)[C@H](N)C1=NC=CC=C1F ((S)-(3-fluoro-4-(trifluoromethoxy) phenyl) (3-fluoropyridin-2-yl) methanamine hydrochloride). RXN SMILES: [CH3:1][O:2][C:3]1[CH:4]=[CH:5][C:6]([C:12]([OH:14])=O)=[N:7][C:8]=1[N+:9]([O-:11])=[O:10].CCN=C=NCCCN(C)C.Cl.C1C=CC2N(O)N=NC=2C=1.CCN(C(C)C)C(C)C.Cl.[F:47][C:48]1[CH:49]=[C:50]([C@@H:59]([C:61]2[C:66]([F:67])=[CH:65][CH:64]=[CH:63][N:62]=2)[NH2:60])[CH:51]=[CH:52][C:53]=1[O:54][C:55]([F:58])([F:57])[F:56]>CN(C=O)C.CCCCCC.O.CCOC(C)=O>[F:47][C:48]1[CH:49]=[C:50]([C@@H:59]([C:61]2[C:66]([F:67])=[CH:65][CH:64]=[CH:63][N:62]=2)[NH:60][C:12](=[O:14])[C:6]2[CH:5]=[CH:4][C:3]([O:2][CH3:1])=[C:8]([N+:9]([O-:11])=[O:10])[N:7]=2)[CH:51]=[CH:52][C:53]=1[O:54][C:55]([F:58])([F:57])[F:56] |f:1.2,5.6|. The reactants are O=[Ag], CI, COCC1C(=O)OC1CCCCC(C)CC(C)O, CCOC(C)=O. Product: COCC1C(=O)OC1CCCCC(C)CC(C)OC. RXN SMILES: [Ag:27]=[O:28].[CH3:19][I:20].[CH3:1][O:2][CH2:3][CH:4]1[CH:5]([CH2:9][CH2:10][CH2:11][CH2:12][CH:13]([CH2:14][CH:15]([CH3:16])[OH:17])[CH3:18])[O:6][C:7]1=[O:8].[CH3:21][CH2:22][O:23][C:24]([CH3:25])=[O:26]>>[CH3:1][O:2][CH2:3][CH:4]1[CH:5]([CH2:9][CH2:10][CH2:11][CH2:12][CH:13]([CH2:14][CH:15]([CH3:16])[O:17][CH3:19])[CH3:18])[O:6][C:7]1=[O:8]. The reactants are Cc1c[nH]c(C2CCCN2C(=O)OCc2ccccc2)n1, CCO, [H][H]. Yields the product Cc1c[nH]c(C2CCCN2)n1. As a reaction SMILES: [CH2:1]([O:2][C:3](=[O:4])[N:11]1[CH:12]([c:16]2[nH:17][cH:18][c:19]([CH3:21])[n:20]2)[CH2:13][CH2:14][CH2:15]1)[c:5]1[cH:6][cH:7][cH:8][cH:9][cH:10]1.[CH3:24][CH2:25][OH:26].[H:22][H:23]>>[NH:11]1[CH:12]([c:16]2[nH:17][cH:18][c:19]([CH3:21])[n:20]2)[CH2:13][CH2:14][CH2:15]1. Reactants: BrCCCCOC1=C(C=CC=C1)C1(C(N(C2=CC=CC=C12)C)=O)C(C)C (3-[2-(4-bromo butoxy)phenyl]-3-isopropyl-1-methylindolin-2-one), COC=1C=C(CN2CCNCC2)C=C(C1OC)OC (3,4,5-trimethoxybenzylpiperazine). The product is C(C)(C)C1(C(N(C2=CC=CC=C12)C)=O)C1=C(C=CC=C1)OCCCCN1CCN(CC1)CC1=CC(=C(C(=C1)OC)OC)OC (3-Isopropyl-1-methyl-3-[2-(4-(4-(3,4,5-trimethoxybenzyl)- 1-piperazinyl)butoxy)phenyl)indolin-2-one). Reaction SMILES: Br[CH2:2][CH2:3][CH2:4][CH2:5][O:6][C:7]1[CH:12]=[CH:11][CH:10]=[CH:9][C:8]=1[C:13]1([CH:24]([CH3:26])[CH3:25])[C:21]2[C:16](=[CH:17][CH:18]=[CH:19][CH:20]=2)[N:15]([CH3:22])[C:14]1=[O:23].[CH3:27][O:28][C:29]1[CH:30]=[C:31]([CH:39]=[C:40]([O:44][CH3:45])[C:41]=1[O:42][CH3:43])[CH2:32][N:33]1[CH2:38][CH2:37][NH:36][CH2:35][CH2:34]1>>[CH:24]([C:13]1([C:8]2[CH:9]=[CH:10][CH:11]=[CH:12][C:7]=2[O:6][CH2:5][CH2:4][CH2:3][CH2:2][N:36]2[CH2:35][CH2:34][N:33]([CH2:32][C:31]3[CH:39]=[C:40]([O:44][CH3:45])[C:41]([O:42][CH3:43])=[C:29]([O:28][CH3:27])[CH:30]=3)[CH2:38][CH2:37]2)[C:21]2[C:16](=[CH:17][CH:18]=[CH:19][CH:20]=2)[N:15]([CH3:22])[C:14]1=[O:23])([CH3:26])[CH3:25]. Procedure: Preparation in analogy to Example 3(d) from 3-[2-(4-bromo butoxy)phenyl]-3-isopropyl-1-methylindolin-2-one and 3,4,5-trimethoxybenzylpiperazine